The task is: describe an organic reaction: reactants, conditions, products, and yield. This data is from the Open Reaction Database (ORD), a public repository of structured organic reaction records. Starting materials: COC(CN1C(=C(C2=CC(=CC=C12)F)CC1=NC=CC=C1S(=O)(=O)C1=CC=C(C=C1)F)C)=O ({5-fluoro-3-[3-(4-fluorobenzenesulfonyl)pyridin-2-ylmethyl]-2-methylindol-1-yl}acetic acid methyl ester), [OH-].[Li+] (lithium hydroxide). Solvent: O1CCCC1 (tetrahydrofuran). Conditions: time 1 hour. The product is FC=1C=C2C(=C(N(C2=CC1)CC(=O)O)C)CC1=NC=CC=C1S(=O)(=O)C1=CC=C(C=C1)F ({5-fluoro-3-[3-(4-fluorobenzenesulfonyl)pyridin-2-ylmethyl]-2-methylindol-1-yl}acetic acid). Yield: 74.4%. Reaction SMILES: C[O:2][C:3](=[O:33])[CH2:4][N:5]1[C:13]2[C:8](=[CH:9][C:10]([F:14])=[CH:11][CH:12]=2)[C:7]([CH2:15][C:16]2[C:21]([S:22]([C:25]3[CH:30]=[CH:29][C:28]([F:31])=[CH:27][CH:26]=3)(=[O:24])=[O:23])=[CH:20][CH:19]=[CH:18][N:17]=2)=[C:6]1[CH3:32].[OH-].[Li+]>O1CCCC1>[F:14][C:10]1[CH:9]=[C:8]2[C:13](=[CH:12][CH:11]=1)[N:5]([CH2:4][C:3]([OH:33])=[O:2])[C:6]([CH3:32])=[C:7]2[CH2:15][C:16]1[C:21]([S:22]([C:25]2[CH:26]=[CH:27][C:28]([F:31])=[CH:29][CH:30]=2)(=[O:24])=[O:23])=[CH:20][CH:19]=[CH:18][N:17]=1 |f:1.2|. Procedure: A solution of {5-fluoro-3-[3-(4-fluorobenzenesulfonyl)pyridin-2-ylmethyl]-2-methylindol-1-yl}acetic acid methyl ester (0.18 g) in tetrahydrofuran (5.0 mL) was treated with 1.0 M aqueous lithium hydroxide solution (0.45 mL), and the resulting mixture was stirred at room temperature for 1 hour. The mixture was concentrated under reduced pressure, pH adjusted to 4 by the addition of 0.1 M aqueous hydrochloric acid solution and extracted with ethyl acetate. The combined organic extract was washed wi... The reactants are C(C)(C)(C)C=1C=C(C=C(C1OC)O)C(C)=O (1-(3-tert-butyl-5-hydroxy-4-methoxyphenyl)ethanone), BrCCOC1OCCCC1 (2-(2-bromoethoxy)tetrahydropyran). The product is C(C)(C)(C)C=1C=C(C=C(C1OC)OCCOC1OCCCC1)C(C)=O (1-{3-tert-Butyl-4-methoxy-5-[2-(tetrahydropyran-2-yloxy)ethoxy]phenyl}ethanone). The yield is 84.7%. As a reaction SMILES: [C:1]([C:5]1[CH:6]=[C:7]([C:14](=[O:16])[CH3:15])[CH:8]=[C:9]([OH:13])[C:10]=1[O:11][CH3:12])([CH3:4])([CH3:3])[CH3:2].Br[CH2:18][CH2:19][O:20][CH:21]1[CH2:26][CH2:25][CH2:24][CH2:23][O:22]1>>[C:1]([C:5]1[CH:6]=[C:7]([C:14](=[O:16])[CH3:15])[CH:8]=[C:9]([O:13][CH2:18][CH2:19][O:20][CH:21]2[CH2:26][CH2:25][CH2:24][CH2:23][O:22]2)[C:10]=1[O:11][CH3:12])([CH3:4])([CH3:2])[CH3:3]. Procedure: Analogously to O2.071, 1-(3-tert-butyl-5-hydroxy-4-methoxyphenyl)ethanone (O3.070; 5.0 g) was reacted with 2-(2-bromoethoxy)tetrahydropyran (5.64 g). However, the crude product was purified using silica gel (40 g cartridge, n-heptane/EA gradient of 0-50% within 60 min). 6.68 g of the title compound were obtained.